Dataset: the Open Reaction Database (ORD), a public repository of structured organic reaction records. Task: describe an organic reaction: reactants, conditions, products, and yield The reactants are CCCCc1nc(C)[nH]c(=O)c1Cc1ccc(-c2ccccc2C#N)cc1, CCCCP(CCCC)CCCC, CCOC(C)=O, O=C(N=NC(=O)N1CCCCC1)N1CCCCC1, C1CCOC1, OCc1nc2ccccc2s1. Product: CCCCc1nc(C)n(Cc2nc3ccccc3s2)c(=O)c1Cc1ccc(-c2ccccc2C#N)cc1. Reaction SMILES: [CH2:1]([CH2:2][CH2:3][CH3:4])[c:5]1[n:6][c:7]([CH3:27])[nH:8][c:9](=[O:26])[c:10]1[CH2:11][c:12]1[cH:13][cH:14][c:15](-[c:18]2[c:19]([C:24]#[N:25])[cH:20][cH:21][cH:22][cH:23]2)[cH:16][cH:17]1.[CH2:46]([P:47]([CH2:48][CH2:49][CH2:50][CH3:51])[CH2:52][CH2:53][CH2:54][CH3:55])[CH2:56][CH2:57][CH3:58].[CH3:70][CH2:71][O:72][C:73](=[O:74])[CH3:75].[N:28]([C:29]([N:30]1[CH2:31][CH2:32][CH2:33][CH2:34][CH2:35]1)=[O:36])=[N:37][C:38]([N:39]1[CH2:40][CH2:41][CH2:42][CH2:43][CH2:44]1)=[O:45].[O:76]1[CH2:77][CH2:78][CH2:79][CH2:80]1.[s:59]1[c:60]([CH2:68][OH:69])[n:61][c:62]2[c:63]1[cH:64][cH:65][cH:66][cH:67]2>>[CH2:1]([CH2:2][CH2:3][CH3:4])[c:5]1[n:6][c:7]([CH3:27])[n:8]([CH2:68][c:60]2[s:59][c:63]3[c:62]([n:61]2)[cH:67][cH:66][cH:65][cH:64]3)[c:9](=[O:26])[c:10]1[CH2:11][c:12]1[cH:13][cH:14][c:15](-[c:18]2[c:19]([C:24]#[N:25])[cH:20][cH:21][cH:22][cH:23]2)[cH:16][cH:17]1. Reaction SMILES: [C:1](=[O:2])([O:3][CH2:4][CH3:5])[c:6]1[o:7][c:8]2[c:9]([c:10](=[O:12])[cH:11]1)[cH:13][cH:14][cH:15][c:16]2[CH2:17][O:18][c:19]1[cH:20][cH:21][c:22]([O:25][CH2:26][c:27]2[n:28][c:29]3[cH:30][cH:31][cH:32][cH:33][c:34]3[cH:35][cH:36]2)[cH:23][cH:24]1.[C:37](=[O:38])([OH:39])[O-:40].[CH3:42][CH2:43][OH:44].[Na+:41].[OH2:45]>>[C:1](=[O:2])([OH:3])[c:6]1[o:7][c:8]2[c:9]([c:10](=[O:12])[cH:11]1)[cH:13][cH:14][cH:15][c:16]2[CH2:17][O:18][c:19]1[cH:20][cH:21][c:22]([O:25][CH2:26][c:27]2[n:28][c:29]3[cH:30][cH:31][cH:32][cH:33][c:34]3[cH:35][cH:36]2)[cH:23][cH:24]1. Reactants: CCOC(=O)c1cc(=O)c2cccc(COc3ccc(OCc4ccc5ccccc5n4)cc3)c2o1, O=C([O-])O, CCO, [Na+], O. The product is O=C(O)c1cc(=O)c2cccc(COc3ccc(OCc4ccc5ccccc5n4)cc3)c2o1. Yields the product COc1cc(-c2cnc(Nc3ccc(N4CCN(C)CC4)cc3)c3ncnn23)ccn1. Starting materials: CN1CCN(c2ccc(Nc3ncc(Br)n4ncnc34)cc2)CC1, O=C([O-])[O-], COc1cc(B(O)O)ccn1, [Na+], [Na+], CN(C)C=O, C1COCCO1, c1ccc(P(c2ccccc2)(c2ccccc2)[Pd](P(c2ccccc2)(c2ccccc2)c2ccccc2)(P(c2ccccc2)(c2ccccc2)c2ccccc2)P(c2ccccc2)(c2ccccc2)c2ccccc2)cc1. As a reaction SMILES: [Br:1][c:2]1[cH:3][n:4][c:5]([NH:11][c:12]2[cH:13][cH:14][c:15]([N:18]3[CH2:19][CH2:20][N:21]([CH3:24])[CH2:22][CH2:23]3)[cH:16][cH:17]2)[c:6]2[n:7]1[n:8][cH:9][n:10]2.[C:36](=[O:37])([O-:38])[O-:39].[CH3:25][O:26][c:27]1[n:28][cH:29][cH:30][c:31]([B:33]([OH:34])[OH:35])[cH:32]1.[Na+:40].[Na+:41].[O:119]=[CH:120][N:121]([CH3:122])[CH3:123].[O:124]1[CH2:125][CH2:126][O:127][CH2:128][CH2:129]1.[cH:42]1[cH:43][cH:44][c:45]([P:46]([Pd:47]([P:48]([c:49]2[cH:50][cH:51][cH:52][cH:53][cH:54]2)([c:55]2[cH:56][cH:57][cH:58][cH:59][cH:60]2)[c:61]2[cH:62][cH:63][cH:64][cH:65][cH:66]2)([P:67]([c:68]2[cH:69][cH:70][cH:71][cH:72][cH:73]2)([c:74]2[cH:75][cH:76][cH:77][cH:78][cH:79]2)[c:80]2[cH:81][cH:82][cH:83][cH:84][cH:85]2)[P:86]([c:87]2[cH:88][cH:89][cH:90][cH:91][cH:92]2)([c:93]2[cH:94][cH:95][cH:96][cH:97][cH:98]2)[c:99]2[cH:100][cH:101][cH:102][cH:103][cH:104]2)([c:105]2[cH:106][cH:107][cH:108][cH:109][cH:110]2)[c:111]2[cH:112][cH:113][cH:114][cH:115][cH:116]2)[cH:117][cH:118]1>>[c:2]1(-[c:31]2[cH:30][cH:29][n:28][c:27]([O:26][CH3:25])[cH:32]2)[cH:3][n:4][c:5]([NH:11][c:12]2[cH:13][cH:14][c:15]([N:18]3[CH2:19][CH2:20][N:21]([CH3:24])[CH2:22][CH2:23]3)[cH:16][cH:17]2)[c:6]2[n:7]1[n:8][cH:9][n:10]2. The reactants are BrCC1=CC=C(C=C1)CCN1C(C=C(C=C1)OCC1=COC=C1)=O (1-[2-(4-bromomethylphenyl)-ethyl]-4-(furan-3-ylmethoxy)-1H-pyridin-2-one), N1CCC(CC1)NC(C)=O (N-piperidin-4-yl-acetamide). Product: O1C=C(C=C1)COC1=CC(N(C=C1)CCC1=CC=C(CN2CCC(CC2)NC(C)=O)C=C1)=O (N-[1-(4-{2-[4-(Furan-3-ylmethoxy)-2-oxo-2H-pyridin-1-yl]-ethyl}-benzyl)-piperidin-4-yl]-acetamide). RXN SMILES: Br[CH2:2][C:3]1[CH:8]=[CH:7][C:6]([CH2:9][CH2:10][N:11]2[CH:16]=[CH:15][C:14]([O:17][CH2:18][C:19]3[CH:23]=[CH:22][O:21][CH:20]=3)=[CH:13][C:12]2=[O:24])=[CH:5][CH:4]=1.[NH:25]1[CH2:30][CH2:29][CH:28]([NH:31][C:32](=[O:34])[CH3:33])[CH2:27][CH2:26]1>>[O:21]1[CH:22]=[CH:23][C:19]([CH2:18][O:17][C:14]2[CH:15]=[CH:16][N:11]([CH2:10][CH2:9][C:6]3[CH:7]=[CH:8][C:3]([CH2:2][N:25]4[CH2:30][CH2:29][CH:28]([NH:31][C:32](=[O:34])[CH3:33])[CH2:27][CH2:26]4)=[CH:4][CH:5]=3)[C:12](=[O:24])[CH:13]=2)=[CH:20]1. Procedure: N-[1-(4-{2-[4-(Furan-3-ylmethoxy)-2-oxo-2H-pyridin-1-yl]-ethyl}-benzyl)-piperidin-4-yl]-acetamide is prepared as example 5.1c from 150 mg (85% purity, 0.33 mmol) 1-[2-(4-bromomethylphenyl)-ethyl]-4-(furan-3-ylmethoxy)-1H-pyridin-2-one (example 5.1b) and 187 mg (1.31 mmol) N-piperidin-4-yl-acetamide. Product: CCc1nc(C)cn1-c1cc(F)ccc1[N+](=O)[O-]. RXN SMILES: [CH2:12]([CH3:13])[c:14]1[nH:15][cH:16][c:17]([CH3:19])[n:18]1.[CH3:26][C:27]#[N:28].[F:1][c:2]1[c:3]([N+:9](=[O:10])[O-:11])[cH:4][cH:5][c:6]([F:8])[cH:7]1.[K+:20].[K+:21].[O-:22][C:23]([O-:24])=[O:25]>>[c:2]1(-[n:15]2[c:14]([CH2:12][CH3:13])[n:18][c:17]([CH3:19])[cH:16]2)[c:3]([N+:9](=[O:10])[O-:11])[cH:4][cH:5][c:6]([F:8])[cH:7]1. Reactants: CCc1nc(C)c[nH]1, CC#N, O=[N+]([O-])c1ccc(F)cc1F, [K+], [K+], O=C([O-])[O-]. The reactants are CCC(OC)OC, CO, O, O=C(O)C1CC(=O)N(c2ccc(O)cc2)C1, O=S(=O)(O)O. The product is COC(=O)C1CC(=O)N(c2ccc(O)cc2)C1. Reaction SMILES: [CH3:22][O:23][CH:24]([O:25][CH3:26])[CH2:27][CH3:28].[CH3:30][OH:31].[OH2:29].[OH:1][c:2]1[cH:3][cH:4][c:5]([N:8]2[CH2:9][CH:10]([C:14](=[O:15])[OH:16])[CH2:11][C:12]2=[O:13])[cH:6][cH:7]1.[S:17](=[O:18])(=[O:19])([OH:20])[OH:21]>>[OH:1][c:2]1[cH:3][cH:4][c:5]([N:8]2[CH2:9][CH:10]([C:14]([O:15][CH3:22])=[O:16])[CH2:11][C:12]2=[O:13])[cH:6][cH:7]1.